From a dataset of the Open Reaction Database (ORD), a public repository of structured organic reaction records. describe an organic reaction: reactants, conditions, products, and yield Reactants: Cl (hydrochloric acid), OC1=C(C(N(C(N1)=O)CC1=CC=CC=C1)=O)C(=O)NCC(=O)OCC (ethyl N-{[6-hydroxy-2,4-dioxo-3-(phenylmethyl)-1,2,3,4-tetrahydro-5-pyrimidinyl]carbonyl}glycinate), CI (methyl iodide), C([O-])([O-])=O.[Na+].[Na+] (sodium carbonate). Solvent: CN(C=O)C (dimethylformamide). Run at temperature 100 celsius, time 2.5 hour. The product is OC1=C(C(N(C(N1C)=O)CC1=CC=CC=C1)=O)C(=O)NCC(=O)O (N-{[6-Hydroxy-1-methyl-2,4-dioxo-3-(phenylmethyl)-1,2,3,4-tetrahydro-5-pyrimidinyl]carbonyl}glycine). Isolated yield 28.2%. As a reaction SMILES: [OH:1][C:2]1[NH:7][C:6](=[O:8])[N:5]([CH2:9][C:10]2[CH:15]=[CH:14][CH:13]=[CH:12][CH:11]=2)[C:4](=[O:16])[C:3]=1[C:17]([NH:19][CH2:20][C:21]([O:23]CC)=[O:22])=[O:18].CI.[C:28](=O)([O-])[O-].[Na+].[Na+].Cl>CN(C)C=O>[OH:1][C:2]1[N:7]([CH3:28])[C:6](=[O:8])[N:5]([CH2:9][C:10]2[CH:15]=[CH:14][CH:13]=[CH:12][CH:11]=2)[C:4](=[O:16])[C:3]=1[C:17]([NH:19][CH2:20][C:21]([OH:23])=[O:22])=[O:18] |f:2.3.4|. Procedure details: A mixture of ethyl N-{[6-hydroxy-2,4-dioxo-3-(phenylmethyl)-1,2,3,4-tetrahydro-5-pyrimidinyl]carbonyl}glycinate (295 mg, 0.85 mmoles), methyl iodide (62 uL, 1.0 mmoles) and sodium carbonate (320 mg, 3.0 mmoles) in dimethylformamide (5.0 mL) was stirred under argon at 100° C. for 2.5 hours. The mixture was cooled, poured into 1 molar hydrochloric acid and extracted with ethyl acetate (×2). The ester was hydrolysed by stirring in a mixture of ethanol (5 mL) and 1 molar sodium hydroxide solution (4... Starting materials: C(=O)C1=C(C=C(C#N)C=C1)OC (4-Formyl-3-methoxybenzonitrile), CC=1N=C(SC1)CC(CC)=O (1-(4-Methyl-1,3-thiazol-2-yl)butan-2-one), N\C(=C/C#N)\C (3-aminocrotononitrile). Solvent: C(C)(C)O (isopropanol). Reaction conditions: time 8 hour. The product is C(#N)C1=CC(=C(C=C1)C1C(=C(NC(=C1C=1SC=C(N1)C)CC)C)C#N)OC (4-(4-Cyano-2-methoxyphenyl)-6-ethyl-2-methyl-5-(4-methyl-1,3-thiazol-2-yl)-1,4-dihydropyridine-3-carbonitrile). Reaction SMILES: [CH:1]([C:3]1[CH:10]=[CH:9][C:6]([C:7]#[N:8])=[CH:5][C:4]=1[O:11][CH3:12])=O.[CH3:13][C:14]1[N:15]=[C:16]([CH2:19][C:20](=O)[CH2:21][CH3:22])[S:17][CH:18]=1.[NH2:24]/[C:25](/[CH3:29])=[CH:26]\[C:27]#[N:28]>C(O)(C)C>[C:7]([C:6]1[CH:9]=[CH:10][C:3]([CH:1]2[C:19]([C:16]3[S:17][CH:18]=[C:14]([CH3:13])[N:15]=3)=[C:20]([CH2:21][CH3:22])[NH:24][C:25]([CH3:29])=[C:26]2[C:27]#[N:28])=[C:4]([O:11][CH3:12])[CH:5]=1)#[N:8]. Procedure: 100 mg (0.620 mmol) of the compound from example 3A, 100 mg (0.310 mmol, 50% purity) of the compound from example 5A and 51 mg (0.620 mmol) of 3-aminocrotononitrile are dissolved in 4 ml of isopropanol and stirred at the reflux temperature overnight. After cooling to room temperature, the volatile components are removed in a rotary evaporator, and the crude product is purified by preparative HPLC (eluent: acetonitrile/water with 0.1% formic acid, gradient 20:80→95:5). 78 mg (66% of theory) of th... The reactants are CCOC(=O)c1ccc(N(Cc2cc(Br)ccc2OCc2ccccc2)C(=O)OC(C)(C)C)nn1, ClCCl, O=C(O)C(F)(F)F. Yields the product CCOC(=O)c1ccc(NCc2cc(Br)ccc2OCc2ccccc2)nn1. RXN SMILES: [CH2:1]([c:2]1[cH:3][cH:4][cH:5][cH:6][cH:7]1)[O:8][c:9]1[c:10]([CH2:11][N:12]([C:13]([O:14][C:15]([CH3:16])([CH3:17])[CH3:18])=[O:19])[c:20]2[cH:21][cH:22][c:23]([C:26](=[O:27])[O:28][CH2:29][CH3:30])[n:24][n:25]2)[cH:31][c:32]([Br:35])[cH:33][cH:34]1.[Cl:43][CH2:44][Cl:45].[OH:36][C:37]([C:38]([F:39])([F:40])[F:41])=[O:42]>>[CH2:1]([c:2]1[cH:3][cH:4][cH:5][cH:6][cH:7]1)[O:8][c:9]1[c:10]([CH2:11][NH:12][c:20]2[cH:21][cH:22][c:23]([C:26](=[O:27])[O:28][CH2:29][CH3:30])[n:24][n:25]2)[cH:31][c:32]([Br:35])[cH:33][cH:34]1. Starting materials: CC(C)(C)OC(=O)N1CCC(c2nc(C(=O)O)co2)CC1, CCN=C=NCCCN(C)C, CN1CCOCC1, CNC1CCCc2ccccc21, ClCCl, Cl. The product is CN(C(=O)c1coc(C2CCN(C(=O)OC(C)(C)C)CC2)n1)C1CCCc2ccccc21. RXN SMILES: [C:1](=[O:2])([OH:3])[c:4]1[n:5][c:6]([CH:9]2[CH2:10][CH2:11][N:12]([C:15](=[O:16])[O:17][C:18]([CH3:19])([CH3:20])[CH3:21])[CH2:13][CH2:14]2)[o:7][cH:8]1.[CH3:23][N:24]([CH3:25])[CH2:26][CH2:27][CH2:28][N:29]=[C:30]=[N:31][CH2:32][CH3:33].[CH3:34][N:35]1[CH2:36][CH2:37][O:38][CH2:39][CH2:40]1.[CH3:41][NH:42][CH:43]1[CH2:44][CH2:45][CH2:46][c:47]2[cH:48][cH:49][cH:50][cH:51][c:52]21.[Cl:53][CH2:54][Cl:55].[ClH:22]>>[C:1](=[O:3])([c:4]1[n:5][c:6]([CH:9]2[CH2:10][CH2:11][N:12]([C:15](=[O:16])[O:17][C:18]([CH3:19])([CH3:20])[CH3:21])[CH2:13][CH2:14]2)[o:7][cH:8]1)[N:42]([CH3:41])[CH:43]1[CH2:44][CH2:45][CH2:46][c:47]2[cH:48][cH:49][cH:50][cH:51][c:52]21. The reactants are [Br-], CC[Mg+], C[N+]1([O-])CCOCC1, CC1=CCC(C=O)CC1, CCC[N+](CCC)(CCC)CCC, O=[Ru](=O)(=O)[O-]. Yields the product CCC(=O)C1CC=C(C)CC1. RXN SMILES: [Br-:10].[CH2:11]([CH3:12])[Mg+:13].[CH3:14][N+:15]1([O-:16])[CH2:17][CH2:18][O:19][CH2:20][CH2:21]1.[CH3:1][C:2]1=[CH:3][CH2:4][CH:5]([CH:8]=[O:9])[CH2:6][CH2:7]1.[CH3:27][CH2:28][CH2:29][N+:30]([CH2:31][CH2:32][CH3:33])([CH2:34][CH2:35][CH3:36])[CH2:37][CH2:38][CH3:39].[O-:22][Ru:23](=[O:24])(=[O:25])=[O:26]>>[CH3:1][C:2]1=[CH:3][CH2:4][CH:5]([C:8](=[O:9])[CH2:11][CH3:12])[CH2:6][CH2:7]1. Starting materials: [Br-].[Br-].[Br-].C(CCC)[N+](CCCC)(CCCC)CCCC.C(CCC)[N+](CCCC)(CCCC)CCCC.C(CCC)[N+](CCCC)(CCCC)CCCC (tetra-n-butylammonium tribromide), COC1=CC=C2CCC(C2=C1)=O (6-methoxy-indan-1-one). The solvent is ClCCl (dichloromethane), CO (methanol). Yields the product BrC1C(C2=CC(=CC=C2C1)OC)=O (2-Bromo-6-methoxyindan-1-one). RXN SMILES: [Br-:1].[Br-].[Br-].C([N+](CCCC)(CCCC)CCCC)CCC.C([N+](CCCC)(CCCC)CCCC)CCC.C([N+](CCCC)(CCCC)CCCC)CCC.[CH3:55][O:56][C:57]1[CH:65]=[C:64]2[C:60]([CH2:61][CH2:62][C:63]2=[O:66])=[CH:59][CH:58]=1>CO.ClCCl>[Br:1][CH:62]1[CH2:61][C:60]2[C:64](=[CH:65][C:57]([O:56][CH3:55])=[CH:58][CH:59]=2)[C:63]1=[O:66] |f:0.1.2.3.4.5|. Reported procedure: 49.2 g (102 mmol) of tetra-n-butylammonium tribromide are added in fractions over the course of 15 minutes, at room temperature, to 16.2 g (100 mmol) of 6-methoxy-indan-1-one dissolved in 400 ml of methanol and 1 liter of dichloromethane, and the mixture is then stirred overnight at room temperature. After evaporation, the residue is taken up in 500 ml of dichloromethane and washed twice with 250 ml of N hydrochloric acid. Drying over magnesium sulphate and concentration, and then rapid filtrati... The reactants are COc1ccc(C2COCCO2)c2sc(NC(=O)c3ccnc(Br)c3)nc12, O=C([O-])[O-], CCOC1CNC1, ClC(Cl)Cl, Cl, [Cs+], [Cs+], CN(C)C=O. Product: CCOC1CN(c2cc(C(=O)Nc3nc4c(OC)ccc(C5COCCO5)c4s3)ccn2)C1. As a reaction SMILES: [Br:1][c:2]1[cH:3][c:4]([C:5](=[O:6])[NH:7][c:8]2[s:9][c:10]3[c:11]([n:12]2)[c:13]([O:23][CH3:24])[cH:14][cH:15][c:16]3[CH:17]2[O:18][CH2:19][CH2:20][O:21][CH2:22]2)[cH:25][cH:26][n:27]1.[C:28](=[O:29])([O-:30])[O-:31].[CH2:35]([CH3:36])[O:37][CH:38]1[CH2:39][NH:40][CH2:41]1.[Cl:42][CH:43]([Cl:44])[Cl:45].[ClH:34].[Cs+:32].[Cs+:33].[O:46]=[CH:47][N:48]([CH3:49])[CH3:50]>>[c:2]1([N:40]2[CH2:39][CH:38]([O:37][CH2:35][CH3:36])[CH2:41]2)[cH:3][c:4]([C:5](=[O:6])[NH:7][c:8]2[s:9][c:10]3[c:11]([n:12]2)[c:13]([O:23][CH3:24])[cH:14][cH:15][c:16]3[CH:17]2[O:18][CH2:19][CH2:20][O:21][CH2:22]2)[cH:25][cH:26][n:27]1. Starting materials: C1CCOC1, Cc1ccccc1I, N#CCCCN1CCCC(CO)C1. Product: Cc1ccccc1C(=O)CCCN1CCCC(CO)C1. Reaction SMILES: [CH2:22]1[CH2:25][CH2:24][CH2:23][O:26]1.[I:1][c:2]1[c:3]([CH3:8])[cH:4][cH:5][cH:6][cH:7]1.[OH:9][CH2:10][CH:11]1[CH2:12][N:13]([CH2:17][CH2:18][CH2:19][C:20]#[N:21])[CH2:14][CH2:15][CH2:16]1>>[c:2]1([C:20]([CH2:19][CH2:18][CH2:17][N:13]2[CH2:12][CH:11]([CH2:10][OH:9])[CH2:16][CH2:15][CH2:14]2)=[O:26])[c:3]([CH3:8])[cH:4][cH:5][cH:6][cH:7]1. The reactants are CCOC(=O)Cn1ccc2c(O)cccc21, CCCCP(CCCC)CCCC, OCCCC#Cc1ccc(OC(F)(F)F)cc1. Yields the product CCOC(=O)Cn1ccc2c(OCCCC#Cc3ccc(OC(F)(F)F)cc3)cccc21. Reaction SMILES: [CH2:1]([CH3:2])[O:3][C:4]([CH2:5][n:6]1[cH:7][cH:8][c:9]2[c:10]([OH:15])[cH:11][cH:12][cH:13][c:14]12)=[O:16].[CH2:34]([P:35]([CH2:36][CH2:37][CH2:38][CH3:39])[CH2:40][CH2:41][CH2:42][CH3:43])[CH2:44][CH2:45][CH3:46].[F:17][C:18]([O:19][c:20]1[cH:21][cH:22][c:23]([C:26]#[C:27][CH2:28][CH2:29][CH2:30][OH:31])[cH:24][cH:25]1)([F:32])[F:33]>>[CH2:1]([CH3:2])[O:3][C:4]([CH2:5][n:6]1[cH:7][cH:8][c:9]2[c:10]([O:15][CH2:30][CH2:29][CH2:28][C:27]#[C:26][c:23]3[cH:22][cH:21][c:20]([O:19][C:18]([F:17])([F:32])[F:33])[cH:25][cH:24]3)[cH:11][cH:12][cH:13][c:14]12)=[O:16].